describe an organic reaction: reactants, conditions, products, and yield From a dataset of the Open Reaction Database (ORD), a public repository of structured organic reaction records. Product: O=C1N(C(CC2=CC=CC=C12)=O)C[C@@H]1CC[C@H](CC1)C(=O)O (trans-4-(1,3-Dioxo-3,4-dihydro-1H-isoquinolin-2-ylmethyl)cyclohexane carboxylic acid). Run at temperature 40 celsius. Solvent: CO (methanol). The reactants are [OH-].[Na+] (NaOH), COC(=O)[C@@H]1CC[C@H](CC1)CN1C(C2=CC=CC=C2CC1=O)=O (trans-4-(1,3-Dioxo-3,4-dihydro-1H-isoquinolin-2-ylmethyl)-cyclo hexanecarboxylic acid methyl ester), Cl (HCl). Isolated yield 33.3%. Reported procedure: trans-4-(1,3-Dioxo-3,4-dihydro-1H-isoquinolin-2-ylmethyl)-cyclo hexanecarboxylic acid methyl ester (2.2 g, 6.98 mmol) was dissolved in 20 mL of methanol, 5 mL of 15% NaOH solution were added and the mixture heated at 40° C. for 4 hours. The reaction was allowed to cool down to room temperature and the mixture neutralized with 2N HCl solution and extracted with DCM. The organic phase was dried over Na2SO4 and the solvent removed under reduced pressure. The residue was crystallized from a mixture ... RXN SMILES: C[O:2][C:3]([C@H:5]1[CH2:10][CH2:9][C@H:8]([CH2:11][N:12]2[C:21](=[O:22])[CH2:20][C:19]3[C:14](=[CH:15][CH:16]=[CH:17][CH:18]=3)[C:13]2=[O:23])[CH2:7][CH2:6]1)=[O:4].[OH-].[Na+].Cl>CO>[O:23]=[C:13]1[C:14]2[C:19](=[CH:18][CH:17]=[CH:16][CH:15]=2)[CH2:20][C:21](=[O:22])[N:12]1[CH2:11][C@H:8]1[CH2:9][CH2:10][C@H:5]([C:3]([OH:4])=[O:2])[CH2:6][CH2:7]1 |f:1.2|. The reactants are ClC1=CC(=NC2=CC=C(C=C12)Cl)N1CCSC2=C(C1)C=CC=C2 (4-(4,6-dichloroquinolin-2-yl)-2,3,4,5-tetrahydro-1,4-benzothiazepine), C(CN)N (ethane-1,2-diamine). Product: ClC=1C=C2C(=CC(=NC2=CC1)N1CCSC2=C(C1)C=CC=C2)NCCN (N-[6-Chloro-2-(2,3-dihydro-1,4-benzothiazepin-4(5H)-yl)quinolin-4-yl]ethane-1,2-diamine). Reaction SMILES: Cl[C:2]1[C:11]2[C:6](=[CH:7][CH:8]=[C:9]([Cl:12])[CH:10]=2)[N:5]=[C:4]([N:13]2[CH2:19][C:18]3[CH:20]=[CH:21][CH:22]=[CH:23][C:17]=3[S:16][CH2:15][CH2:14]2)[CH:3]=1.[CH2:24]([NH2:27])[CH2:25][NH2:26]>>[Cl:12][C:9]1[CH:10]=[C:11]2[C:6](=[CH:7][CH:8]=1)[N:5]=[C:4]([N:13]1[CH2:19][C:18]3[CH:20]=[CH:21][CH:22]=[CH:23][C:17]=3[S:16][CH2:15][CH2:14]1)[CH:3]=[C:2]2[NH:26][CH2:25][CH2:24][NH2:27]. Procedure: The title compound was prepared in analogy to Example 4-1 in Scheme 5 by using 4-(4,6-dichloroquinolin-2-yl)-2,3,4,5-tetrahydro-1,4-benzothiazepine (prepared in analogy to the one in Example 4-1) and ethane-1,2-diamine. MS obsd. (ESI+) [(M+H)+] 385, 1H NMR (400 MHz, CD3OD) δ ppm 7.901 (s, 1 H), 7.70-7.60 (m, 1 H), 7.55-7.42 (m, 2 H), 7.378-3.350 (dd, J=8.8, 2.4 Hz, 1 H), 7.28-7.16 (m, 1 H), 7.14-7.12 (m, 1 H), 6.05 (s, 1 H), 5.51 (s, 1 H), 4.97 (s, 2 H), 4.38 (s, 2 H), 3.43-3.39 (t, J=6.4 Hz, 2 ... Starting materials: Cl.COC=1C=C(CCNCC(C2=CC(=CC(=C2)OCC2=CC=CC=C2)OCC2=CC=CC=C2)O)C=CC1OC (α-(3,4-dimethoxyphenethylaminomethyl)-3,5-dibenzyloxybenzylalcohol hydrochloride), [H][H] (hydrogen). Reagents/catalysts: [C].[Pd] (palladium-carbon). Solvent: C(C)(C)O (isopropanol), O (water). Product: Cl.COC=1C=C(CCNCC(C2=CC(=CC(=C2)O)O)O)C=CC1OC (α-(3,4-dimethoxyphenethylaminomethyl)-3,5-dihydroxybenzylalcohol hydrochloride). Isolated yield 63.7%. As a reaction SMILES: [ClH:1].[CH3:2][O:3][C:4]1[CH:5]=[C:6]([CH:35]=[CH:36][C:37]=1[O:38][CH3:39])[CH2:7][CH2:8][NH:9][CH2:10][CH:11]([OH:34])[C:12]1[CH:17]=[C:16]([O:18]CC2C=CC=CC=2)[CH:15]=[C:14]([O:26]CC2C=CC=CC=2)[CH:13]=1.[H][H]>C(O)(C)C.O.[C].[Pd]>[ClH:1].[CH3:2][O:3][C:4]1[CH:5]=[C:6]([CH:35]=[CH:36][C:37]=1[O:38][CH3:39])[CH2:7][CH2:8][NH:9][CH2:10][CH:11]([OH:34])[C:12]1[CH:17]=[C:16]([OH:18])[CH:15]=[C:14]([OH:26])[CH:13]=1 |f:0.1,5.6,7.8|. Procedure: 1.4 g of α-(3,4-dimethoxyphenethylaminomethyl)-3,5-dibenzyloxybenzylalcohol hydrochloride are suspended in a mixture of 32 ml of isopropanol and 8 ml of water. 0.42 g of 10 % palladium-carbon is added to the solution. Then, the mixture is subjected to catalytic hydrogenation in a hydrogen atmosphere at room temperature for 1 hour under atmospheric pressure. After the reaction is completed, the mixture is filtered to remove the catalyst. The filtrate is concentrated under reduced pressure, and th... Starting materials: C1CC(=O)N(C1=O)Cl (NCS), N (ammonia), FC(C(=O)C1(SCCCS1)CC)(F)F (2,2,2-Trifluoro-1-(2-ethyl-1,3-dithian-2-yl)ethanone), COC(C=O)OC (dimethoxyacetaldehyde). Reagents/catalysts: [N+](=O)([O-])[O-].[Ag+] (silver nitrate). Product: COC(C=1NC(=C(N1)C(F)(F)F)CC)OC (2-(Dimethoxymethyl)-5-ethyl-4-(trifluoromethyl)-1H-imidazole). RXN SMILES: [CH2:1]1[C:6](=O)[N:5](Cl)[C:3](=O)[CH2:2]1.[F:9][C:10]([F:22])([F:21])C(C1(CC)SCCCS1)=O.[CH3:23][O:24][CH:25]([O:28][CH3:29])[CH:26]=O.[NH3:30]>[N+]([O-])([O-])=O.[Ag+]>[CH3:23][O:24][CH:25]([O:28][CH3:29])[C:26]1[NH:30][C:2]([CH2:1][CH3:6])=[C:3]([C:10]([F:22])([F:21])[F:9])[N:5]=1 |f:4.5|. Procedure: The same operation as in Example (36b) was performed using NCS (1.35 g, 10.1 mmol), silver nitrate (2.45 g, 14.4 mmol), 2,2,2-trifluoro-1-(2-ethyl-1,3-dithian-2-yl)ethanone obtained in Example (39b) (1.0 g, 4.09 mmol), dimethoxyacetaldehyde (5.76 M aqueous solution, 1.0 mL, 5.76 mmol) and 28% aqueous ammonia (4 mL). The resulting compound was used for the next reaction without purification. Reactants: O=C(Cl)c1ccccc1, CN(C)CCn1c(N)nc2ccccc21, CS(C)=O. The product is CN(C)CCn1c(NC(=O)c2ccccc2)nc2ccccc21, Cl. As a reaction SMILES: [C:1]([c:2]1[cH:3][cH:4][cH:5][cH:6][cH:7]1)(=[O:8])[Cl:9].[CH3:10][N:11]([CH3:12])[CH2:13][CH2:14][n:15]1[c:16]([NH2:24])[n:17][c:18]2[c:19]1[cH:20][cH:21][cH:22][cH:23]2.[CH3:25][S:26]([CH3:27])=[O:28]>>[C:1]([c:2]1[cH:3][cH:4][cH:5][cH:6][cH:7]1)(=[O:8])[NH:24][c:16]1[n:15]([CH2:14][CH2:13][N:11]([CH3:10])[CH3:12])[c:19]2[c:18]([n:17]1)[cH:23][cH:22][cH:21][cH:20]2.[ClH:9].